Dataset: the Open Reaction Database (ORD), a public repository of structured organic reaction records. Task: describe an organic reaction: reactants, conditions, products, and yield Reactants: OCc1ccccc1, CC(O)c1ccccc1, O=Cc1ccccc1. The product is OCc1ccccc1, CCc1ccccc1O, Oc1ccccc1. RXN SMILES: [CH2:1]([c:2]1[cH:3][cH:4][cH:5][cH:6][cH:7]1)[OH:8].[CH3:17][CH:18]([OH:19])[c:20]1[cH:21][cH:22][cH:23][cH:24][cH:25]1.[CH:9](=[O:10])[c:11]1[cH:12][cH:13][cH:14][cH:15][cH:16]1>>[CH2:1]([c:2]1[cH:3][cH:4][cH:5][cH:6][cH:7]1)[OH:8].[OH:10][c:21]1[c:20]([CH2:18][CH3:17])[cH:25][cH:24][cH:23][cH:22]1.[c:11]1([OH:19])[cH:12][cH:13][cH:14][cH:15][cH:16]1. Starting materials: Cc1cc(C(=O)O)ccc1C1=CCC2CC1C2(C)C, c1ccc2c(c1)Cn1cccc1CN2. The product is Cc1cc(C(=O)N2Cc3cccn3Cc3ccccc32)ccc1C1=CCC2CC1C2(C)C. RXN SMILES: [CH3:1][C:2]1([CH3:19])[CH:3]2[CH2:4][CH:5]=[C:6]([c:9]3[c:10]([CH3:18])[cH:11][c:12]([C:13](=[O:14])[OH:15])[cH:16][cH:17]3)[CH:7]1[CH2:8]2.[cH:20]1[cH:21][cH:22][n:23]2[c:24]1[CH2:25][NH:26][c:27]1[c:28]([cH:30][cH:31][cH:32][cH:33]1)[CH2:29]2>>[CH3:1][C:2]1([CH3:19])[CH:3]2[CH2:4][CH:5]=[C:6]([c:9]3[c:10]([CH3:18])[cH:11][c:12]([C:13](=[O:14])[N:26]4[CH2:25][c:24]5[cH:20][cH:21][cH:22][n:23]5[CH2:29][c:28]5[c:27]4[cH:33][cH:32][cH:31][cH:30]5)[cH:16][cH:17]3)[CH:7]1[CH2:8]2. The reactants are OC1=CC=C(CN(S(=O)(=O)C2=CC=CC=C2)C2=CC=C(C=C2)I)C=C1 (N-(4-hydroxy-benzyl)-N-(4-iodo-phenyl)-benzenesulfonamide), C(C=C)O (allyl alcohol), C([O-])(O)=O.[Na+] (sodium bicarbonate), O (water). Reagents/catalysts: [Cl-].C(CCC)[N+](CCCC)(CCCC)CCCC (tetrabutylammonium chloride), CC(=O)[O-].CC(=O)[O-].[Pd+2] (Pd(OAc)2). The solvent is CN(C=O)C (dimethylformamide), C(C)(=O)OCC (ethyl acetate). Run at temperature 50 celsius, time 19 hour. Yields the product ethyl acetate hexanes, OC1=CC=C(CN(S(=O)(=O)C2=CC=CC=C2)C2=CC=C(C=C2)CCC=O)C=C1 (N-(4-hydroxy-benzyl)-N-[4-(3-oxo-propyl)-phenyl]-benzenesulfonamide). Isolated yield 77.9%. Reaction SMILES: [OH:1][C:2]1[CH:25]=[CH:24][C:5]([CH2:6][N:7]([C:17]2[CH:22]=[CH:21][C:20](I)=[CH:19][CH:18]=2)[S:8]([C:11]2[CH:16]=[CH:15][CH:14]=[CH:13][CH:12]=2)(=[O:10])=[O:9])=[CH:4][CH:3]=1.[CH2:26]([OH:29])[CH:27]=[CH2:28].C(=O)(O)[O-].[Na+].O>CN(C)C=O.[Cl-].C([N+](CCCC)(CCCC)CCCC)CCC.CC([O-])=O.CC([O-])=O.[Pd+2].C(OCC)(=O)C>[OH:1][C:2]1[CH:25]=[CH:24][C:5]([CH2:6][N:7]([C:17]2[CH:22]=[CH:21][C:20]([CH2:28][CH2:27][CH:26]=[O:29])=[CH:19][CH:18]=2)[S:8]([C:11]2[CH:16]=[CH:15][CH:14]=[CH:13][CH:12]=2)(=[O:10])=[O:9])=[CH:4][CH:3]=1 |f:2.3,6.7,8.9.10|. Procedure: To a solution of N-(4-hydroxy-benzyl)-N-(4-iodo-phenyl)-benzenesulfonamide (3.20 g, 6.88 mmol) in 16 mL dimethylformamide was added allyl alcohol (1.20 mL, 17.60 mmol), Pd(OAc)2 (0.094 g, 0.42 mmol), sodium bicarbonate (1.42 g, 16.9 mmol), and tetrabutylammonium chloride (1.95 g, 7.02 mmol). The reaction was stirred at 50° C. for 19 hr. The reaction mixture was cooled, water and ethyl acetate were added, and the mixture was filtered through diatomaceous earth. The aqueous layer was washed twice ... Reactants: O=C(O)c1ccc(Br)c(OCC2CC2)n1, CC1(C)OB(C2=CCCC2)OC1(C)C, [Na+], [Na+], O=C([O-])[O-], CN(C)C=O, O. Product: O=C(O)c1ccc(C2=CCCC2)c(OCC2CC2)n1. As a reaction SMILES: [Br:1][c:2]1[cH:3][cH:4][c:5]([C:13](=[O:14])[OH:15])[n:6][c:7]1[O:8][CH2:9][CH:10]1[CH2:11][CH2:12]1.[C:16]1([B:21]2[O:22][C:23]([CH3:24])([CH3:25])[C:26]([CH3:27])([CH3:28])[O:29]2)=[CH:17][CH2:18][CH2:19][CH2:20]1.[Na+:30].[Na+:31].[O-:32][C:33](=[O:34])[O-:35].[O:36]=[CH:37][N:38]([CH3:39])[CH3:40].[OH2:41]>>[c:2]1([C:16]2=[CH:17][CH2:18][CH2:19][CH2:20]2)[cH:3][cH:4][c:5]([C:13](=[O:14])[OH:15])[n:6][c:7]1[O:8][CH2:9][CH:10]1[CH2:11][CH2:12]1. RXN SMILES: Br[CH2:2][C:3]([C:5]1[CH:13]=[CH:12][CH:11]=[C:10]2[C:6]=1[C:7]1([C:27]3[C:18](=[CH:19][C:20]4[O:25][CH2:24][CH2:23][O:22][C:21]=4[CH:26]=3)[O:17][CH2:16]1)[C:8](=[O:15])[N:9]2[CH3:14])=O.[OH2:28].[NH2:29][NH2:30].[C:31](O)(=O)C>>[OH:28][C:31]1[NH:30][N:29]=[C:3]([C:5]2[CH:13]=[CH:12][CH:11]=[C:10]3[C:6]=2[C:7]2([C:27]4[C:18](=[CH:19][C:20]5[O:25][CH2:24][CH2:23][O:22][C:21]=5[CH:26]=4)[O:17][CH2:16]2)[C:8](=[O:15])[N:9]3[CH3:14])[CH:2]=1 |f:1.2|. Reported procedure: To a suspension of 4′-(bromoacetyl)-1′-methyl-2,3-dihydrospiro[furo[2,3-g][1,4]benzodioxine-8,3′-indol]-2′(1′H)-one (0.23 g, 0.53 mmol) in glacial acetic acid (5 mL) was added dropwise hydrazine hydrate (0.03 mL, 0.59 mmol) and the reaction mixture was heated at reflux for 16 h, allowed to cool to ambient temperature and was concentrated in vacuo. The crude product was triturated in dichloromethane (10 mL) and the resultant solid was recrystallized from dichloromethane/diethyl ether. Following a... The yield is 14.0%. The product is OC1=CC(=NN1)C1=C2C3(C(N(C2=CC=C1)C)=O)COC1=CC2=C(OCCO2)C=C13 (4′-(5-hydroxy-1H-pyrazol-3-yl)-1′-methyl-2,3-dihydrospiro[furo[2,3-g][1,4]benzodioxine-8,3′-indol]-2′(1′H)-one). Reactants: BrCC(=O)C1=C2C3(C(N(C2=CC=C1)C)=O)COC1=CC2=C(OCCO2)C=C13 (4′-(bromoacetyl)-1′-methyl-2,3-dihydrospiro[furo[2,3-g][1,4]benzodioxine-8,3′-indol]-2′(1′H)-one), C(C)(=O)O (acetic acid), O.NN (hydrazine hydrate). The reactants are CCN(C(C)C)C(C)C, CCOC(=O)c1c(Cl)nc(SC)nc1Cl, CN(C)C=O, CCOC(=O)CCNc1ccccc1. The product is CCOC(=O)CCN(c1ccccc1)c1nc(SC)nc(Cl)c1C(=O)OCC. RXN SMILES: [CH:16]([N:17]([CH:18]([CH3:19])[CH3:20])[CH2:21][CH3:22])([CH3:23])[CH3:24].[Cl:1][c:2]1[n:3][c:4]([S:14][CH3:15])[n:5][c:6]([Cl:13])[c:7]1[C:8](=[O:9])[O:10][CH2:11][CH3:12].[O:39]=[CH:40][N:41]([CH3:42])[CH3:43].[c:25]1([NH:31][CH2:32][CH2:33][C:34](=[O:35])[O:36][CH2:37][CH3:38])[cH:26][cH:27][cH:28][cH:29][cH:30]1>>[c:2]1([N:31]([c:25]2[cH:26][cH:27][cH:28][cH:29][cH:30]2)[CH2:32][CH2:33][C:34](=[O:35])[O:36][CH2:37][CH3:38])[n:3][c:4]([S:14][CH3:15])[n:5][c:6]([Cl:13])[c:7]1[C:8](=[O:9])[O:10][CH2:11][CH3:12]. Starting materials: C(C)OC1=NC2=C(N1CC1=CC=C(C=C1)C1=C(C=CC=C1)C1=NN=NN1)C(=CC=C2)C(=O)OCC (ethyl 2-ethoxy-1-[[2′-(1H-tetrazol-5-yl)biphenyl-4-yl]methyl]benzimidazole-7-carboxylate), [OH-].[Na+] (NaOH). Solvent: C(C)O (ethanol). Product: C(C)OC1=NC2=C(N1CC1=CC=C(C=C1)C1=C(C=CC=C1)C1=NN=NN1)C(=CC=C2)C(=O)O (2-Ethoxy-1-[[2′-(1H-tetrazol-5-yl)biphenyl-4-yl]methyl]benzimidazole-7-carboxylic Acid). As a reaction SMILES: [CH2:1]([O:3][C:4]1[N:8]([CH2:9][C:10]2[CH:15]=[CH:14][C:13]([C:16]3[CH:21]=[CH:20][CH:19]=[CH:18][C:17]=3[C:22]3[NH:26][N:25]=[N:24][N:23]=3)=[CH:12][CH:11]=2)[C:7]2[C:27]([C:31]([O:33]CC)=[O:32])=[CH:28][CH:29]=[CH:30][C:6]=2[N:5]=1)[CH3:2].[OH-].[Na+]>C(O)C>[CH2:1]([O:3][C:4]1[N:8]([CH2:9][C:10]2[CH:11]=[CH:12][C:13]([C:16]3[CH:21]=[CH:20][CH:19]=[CH:18][C:17]=3[C:22]3[NH:26][N:25]=[N:24][N:23]=3)=[CH:14][CH:15]=2)[C:7]2[C:27]([C:31]([OH:33])=[O:32])=[CH:28][CH:29]=[CH:30][C:6]=2[N:5]=1)[CH3:2] |f:1.2|. Procedure: A solution of ethyl 2-ethoxy-1-[[2′-(1H-tetrazol-5-yl)biphenyl-4-yl]methyl]benzimidazole-7-carboxylate (0.24 g) and 1N NaOH (1.5 ml) in ethanol (4 ml) was stirred at 80° C. for one hour. The reaction mixture was concentrated, and the concentrate was extracted with water and ethyl acetate. The aqueous layer was adjusted to pH 3-4 with 1N-HCl to give crystals. Recrystallization of the crystals from ethyl acetate-methanol afforded colorless crystals (0.15 g, 67%), m.p. 183-185° C.